From a dataset of the Open Reaction Database (ORD), a public repository of structured organic reaction records. describe an organic reaction: reactants, conditions, products, and yield Reactants: COC(=O)C1CCN(CCc2ccc(Nc3ncc(Br)cn3)cc2)CC1, C1CCOC1, C1CCOC1, CO, Cl, [Li+], [Na+], [Na+], O=S(=O)([O-])[O-], [OH-], O. Product: O=C(O)C1CCN(CCc2ccc(Nc3ncc(Br)cn3)cc2)CC1. As a reaction SMILES: [Br:1][c:2]1[cH:3][n:4][c:5]([NH:8][c:9]2[cH:10][cH:11][c:12]([CH2:13][CH2:14][N:15]3[CH2:16][CH2:17][CH:18]([C:21](=[O:22])[O:23][CH3:24])[CH2:19][CH2:20]3)[cH:25][cH:26]2)[n:6][cH:7]1.[CH2:37]1[O:38][CH2:39][CH2:40][CH2:41]1.[CH2:45]1[O:46][CH2:47][CH2:48][CH2:49]1.[CH3:42][OH:43].[ClH:29].[Li+:28].[Na+:30].[Na+:31].[O-:32][S:33]([O-:34])(=[O:35])=[O:36].[OH-:27].[OH2:44]>>[Br:1][c:2]1[cH:3][n:4][c:5]([NH:8][c:9]2[cH:10][cH:11][c:12]([CH2:13][CH2:14][N:15]3[CH2:16][CH2:17][CH:18]([C:21](=[O:22])[OH:23])[CH2:19][CH2:20]3)[cH:25][cH:26]2)[n:6][cH:7]1. The reactants are C(C1=CC=CC=C1)OC(=O)NC1=CN=C(N(C1=O)CC(=O)NC(C(C(C(NCC(=O)OC(C)(C)C)=O)(F)F)=O)C(C)C)C1=CC=C(C=C1)F (2-[5-Benzyloxycarbonylamino-2-(4-fluorophenyl)-6-oxo-1,6-dihydropyrimidin-1-yl]-N-[3,3-difluoro-1-isopropyl-2-oxo-3-[N-(tert-butoxycarbonylmethyl)carbamoyl]propyl]acetamide), Cl (hydrochloric acid). The product is NC1=CN=C(N(C1=O)CC(=O)NC(C(C(C(NCC(=O)OC(C)(C)C)=O)(F)F)=O)C(C)C)C1=CC=C(C=C1)F (2-[5-Amino-6-oxo-2-(4-fluorophenyl)-1,6-dihydropyrimidin-1-yl]-N-[3,3-difluoro-1-isopropyl-2-oxo-3-[N-(tert-butoxycarbonylmethyl)carbamoyl]propyl]acetamide). Reaction SMILES: C(OC([NH:11][C:12]1[C:17](=[O:18])[N:16]([CH2:19][C:20]([NH:22][CH:23]([CH:40]([CH3:42])[CH3:41])[C:24](=[O:39])[C:25]([F:38])([F:37])[C:26](=[O:36])[NH:27][CH2:28][C:29]([O:31][C:32]([CH3:35])([CH3:34])[CH3:33])=[O:30])=[O:21])[C:15]([C:43]2[CH:48]=[CH:47][C:46]([F:49])=[CH:45][CH:44]=2)=[N:14][CH:13]=1)=O)C1C=CC=CC=1.Cl>>[NH2:11][C:12]1[C:17](=[O:18])[N:16]([CH2:19][C:20]([NH:22][CH:23]([CH:40]([CH3:42])[CH3:41])[C:24](=[O:39])[C:25]([F:37])([F:38])[C:26](=[O:36])[NH:27][CH2:28][C:29]([O:31][C:32]([CH3:35])([CH3:34])[CH3:33])=[O:30])=[O:21])[C:15]([C:43]2[CH:44]=[CH:45][C:46]([F:49])=[CH:47][CH:48]=2)=[N:14][CH:13]=1. Procedure details: 2-[5-Benzyloxycarbonylamino-2-(4-fluorophenyl)-6-oxo-1,6-dihydropyrimidin-1-yl]-N-[3,3-difluoro-1-isopropyl-2-oxo-3-[N-(tert-butoxycarbonylmethyl)carbamoyl]propyl]acetamide. The procedure was similar to Example 1 except that a 10% hydrochloric acid wash was done. Chromatography solvent: chloroform:methanol (40:1); TLC: Rf =0.5, chloroform:methanol (40:1); MS: m/z=688(M+1). This product is also a Compound of the invention.